This data is from the Open Reaction Database (ORD), a public repository of structured organic reaction records. The task is: describe an organic reaction: reactants, conditions, products, and yield Reactants: CCCCCCCCCCCCCCSCCC(=O)O, O=S(Cl)Cl. Product: CCCCCCCCCCCCCCSCCC(=O)Cl. RXN SMILES: [CH2:1]([CH2:2][CH2:3][CH2:4][CH2:5][CH2:6][CH2:7][CH2:8][CH2:9][CH2:10][CH2:11][CH2:12][CH2:13][CH3:14])[S:15][CH2:16][CH2:17][C:18](=[O:19])[OH:20].[S:21]([Cl:22])([Cl:23])=[O:24]>>[CH2:1]([CH2:2][CH2:3][CH2:4][CH2:5][CH2:6][CH2:7][CH2:8][CH2:9][CH2:10][CH2:11][CH2:12][CH2:13][CH3:14])[S:15][CH2:16][CH2:17][C:18](=[O:20])[Cl:23]. Starting materials: O=c1c2ccc([N+](=O)[O-])cc2nc(CCl)n1-c1ccccc1Cl, [K+], [K+], O=C([O-])[O-], CN(C)C=O, O, Sc1ncnc2nc[nH]c12. The product is O=c1c2ccc([N+](=O)[O-])cc2nc(CSc2ncnc3[nH]cnc23)n1-c1ccccc1Cl. As a reaction SMILES: [Cl:1][CH2:2][c:3]1[n:4][c:5]2[cH:6][c:7]([N+:21](=[O:22])[O-:23])[cH:8][cH:9][c:10]2[c:11](=[O:20])[n:12]1-[c:13]1[c:14]([Cl:19])[cH:15][cH:16][cH:17][cH:18]1.[K+:35].[K+:36].[O-:37][C:38]([O-:39])=[O:40].[O:41]=[CH:42][N:43]([CH3:44])[CH3:45].[OH2:24].[SH:25][c:26]1[c:27]2[nH:28][cH:29][n:30][c:31]2[n:32][cH:33][n:34]1>>[CH2:2]([c:3]1[n:4][c:5]2[cH:6][c:7]([N+:21](=[O:22])[O-:23])[cH:8][cH:9][c:10]2[c:11](=[O:20])[n:12]1-[c:13]1[c:14]([Cl:19])[cH:15][cH:16][cH:17][cH:18]1)[S:25][c:26]1[c:27]2[n:28][cH:29][nH:30][c:31]2[n:32][cH:33][n:34]1. Reactants: C(CCCCCCCCCCCCCCCCC)OC=1C(=O)O[C@@H](C1O)[C@@H](O)CO (2-O-octadecyl-L-ascorbic acid), C1(=CC=CC=C1)N=C=O (phenylisocyanate), ClC(C(=O)O)(Cl)Cl (trichloracetic acid). Run in C(Cl)(Cl)Cl (chloroform). Conditions: temperature 60 celsius. Yields the product C1(=CC=CC=C1)NC(=O)OC[C@@H]([C@@H]1C(=C(C(=O)O1)OCCCCCCCCCCCCCCCCCC)O)O (6-O-phenylcarbamoyl-2-O-octadecyl-L-ascorbic acid). Isolated yield 68.5%. Reaction SMILES: [CH2:1]([O:19][C:20]1[C:21]([O:23][C@H:24]([C@H:27]([CH2:29][OH:30])[OH:28])[C:25]=1[OH:26])=[O:22])[CH2:2][CH2:3][CH2:4][CH2:5][CH2:6][CH2:7][CH2:8][CH2:9][CH2:10][CH2:11][CH2:12][CH2:13][CH2:14][CH2:15][CH2:16][CH2:17][CH3:18].[C:31]1([N:37]=[C:38]=[O:39])[CH:36]=[CH:35][CH:34]=[CH:33][CH:32]=1.ClC(Cl)(Cl)C(O)=O>C(Cl)(Cl)Cl>[C:31]1([NH:37][C:38]([O:30][CH2:29][C@H:27]([OH:28])[C@H:24]2[O:23][C:21](=[O:22])[C:20]([O:19][CH2:1][CH2:2][CH2:3][CH2:4][CH2:5][CH2:6][CH2:7][CH2:8][CH2:9][CH2:10][CH2:11][CH2:12][CH2:13][CH2:14][CH2:15][CH2:16][CH2:17][CH3:18])=[C:25]2[OH:26])=[O:39])[CH:36]=[CH:35][CH:34]=[CH:33][CH:32]=1. Reported procedure: To a solution of 2-O-octadecyl-L-ascorbic acid (0.8 g, 2 mmole) and phenylisocyanate (0.24 g, 2 mmole) in chloroform (20 ml) was added trichloracetic acid (0.1 ml). The mixture was heated at 60° C. for one hour, which was washed with water, dried and concentrated to give a product. The product was recrystallized from isopropyl ether - ethyl acetate to give 6-O-phenylcarbamoyl-2-O-octadecyl-L-ascorbic acid (0.75 g), m.p. 149°-150° C. C31H49NO7 (Found: C,68.14; H,9.08; N,2.74%. Anal. Calcd: C,67.9... The reactants are C(C(=O)Cl)(=O)Cl (oxalyl chloride), N(CC(=O)OC(C)(C)C)CC(=O)OC(C)(C)C (di-tert-butyl iminodiacetate), CCCCC(C(CC[C@H]1[C@@H](CC(=O)[C@@H]1CCCCCCC(=O)O)O)O)(F)F.C1CCC(CC1)NC2CCCCC2 (dicyclohexylammonium salt), (2R,3R,)-2,3-epoxybutyric acid. Solvent: C(Cl)Cl (methylene chloride), C(Cl)Cl (methylene chloride), C(Cl)Cl (methylene chloride), CN1CCOCC1 (N-methylmorpholine), C(Cl)Cl (methylene chloride). Reaction conditions: time 20 minute. Product: C(C)(C)(C)OC(=O)CN(C([C@H]1[C@@H](C)O1)=O)CC(=O)OC(C)(C)C ((2R,3R)-N,N-Bis-(tert-butoxy-carbonylmethyl)-2,3-epoxybutyramide). RXN SMILES: C(Cl)(=O)C(Cl)=O.CCCCC(F)(F)C(O)CC[C@@H]1[C@@H:20](CCCCCCC(O)=O)[C:18](=[O:19])[CH2:17][C@H:16]1[OH:30].C1CCC(NC2CCCCC2)CC1.[NH:47]([CH2:56][C:57]([O:59][C:60]([CH3:63])([CH3:62])[CH3:61])=[O:58])[CH2:48][C:49]([O:51][C:52]([CH3:55])([CH3:54])[CH3:53])=[O:50]>C(Cl)Cl.CN1CCOCC1>[C:60]([O:59][C:57]([CH2:56][N:47]([CH2:48][C:49]([O:51][C:52]([CH3:55])([CH3:54])[CH3:53])=[O:50])[C:16](=[O:30])[C@@H:17]1[O:19][C@@H:18]1[CH3:20])=[O:58])([CH3:62])([CH3:63])[CH3:61] |f:1.2|. Procedure: A solution of 11.6 g of oxalyl chloride in 25 ml of methylene chloride is added dropwise, in the course of 15 minutes, to a mixture, cooled to -25°, of 20 g of dimethylforinaniide and 115 ml of methylene chloride. The white suspension is stirred for a further 20 minutes at -25°, and a solution of 28.5 g of the dicyclohexylammonium salt of (2R,3R,)-2,3-epoxybutyric acid in 115 ml of methylene chloride is then added in the course of 10 minutes. The reaction mixture is stirred for a further 20 minu... Run in C(C)#N (acetonitrile), C(C)#N (acetonitrile). Reaction SMILES: C(OC([NH:8][CH:9]1[C:39](=[O:40])[N:11]2[C:12]([C:23]([O:25][CH:26]([C:33]3[CH:38]=[CH:37][CH:36]=[CH:35][CH:34]=3)[C:27]3[CH:32]=[CH:31][CH:30]=[CH:29][CH:28]=3)=[O:24])=[C:13]([C:16]3[C:19](=[O:20])[C:18](=[O:21])[C:17]=3[NH2:22])[CH2:14][S:15][C@H:10]12)=O)(C)(C)C.O.C1(C)C=CC(S(O)(=O)=O)=CC=1.CCCCCCC>C(#N)C.O>[NH2:8][CH:9]1[C:39](=[O:40])[N:11]2[C:12]([C:23]([O:25][CH:26]([C:27]3[CH:32]=[CH:31][CH:30]=[CH:29][CH:28]=3)[C:33]3[CH:38]=[CH:37][CH:36]=[CH:35][CH:34]=3)=[O:24])=[C:13]([C:16]3[C:19](=[O:20])[C:18](=[O:21])[C:17]=3[NH2:22])[CH2:14][S:15][C@H:10]12 |f:1.2|. Procedure: Diphenylmethyl 7-(t-butoxycarbonylamino)-3-(2-amino-3,4-dioxo-1-cyclobutenyl)-3-cephem-4-carboxylate (400 mg, 0.712 mmol) was added to a stirred solution of p-toluenesulfonic acid monohydrate (272 mg, 1.43 mmols) in acetonitrile (1.6 mL). Stirring was continued for 0.5 hr at 22° C., at which time additional acetonitrile (1mL) and H2O (2 drops) were added. Stirring was continued for an additional 0.5 hr at 22° C. and then for 0.33 hr at a water bath temperature of 3520 -40° C. The solution was ap... The reagents and catalysts are O (H2O). Yield: 28.5%. The product is NC1[C@@H]2N(C(=C(CS2)C2=C(C(C2=O)=O)N)C(=O)OC(C2=CC=CC=C2)C2=CC=CC=C2)C1=O (Diphenylmethyl 7-amino-3-(2-amino-3,4-dioxo-1-cyclobutenyl)-3-cephem-4-carboxylate). Run at time 0.5 hour. Reactants: CCCCCCC (n-heptane), C(C)(C)(C)OC(=O)NC1[C@@H]2N(C(=C(CS2)C2=C(C(C2=O)=O)N)C(=O)OC(C2=CC=CC=C2)C2=CC=CC=C2)C1=O (Diphenylmethyl 7-(t-butoxycarbonylamino)-3-(2-amino-3,4-dioxo-1-cyclobutenyl)-3-cephem-4-carboxylate), O.C1(=CC=C(C=C1)S(=O)(=O)O)C (p-toluenesulfonic acid monohydrate). The reactants are CC(C)C[AlH]CC(C)C, Cc1ccccc1, CCOC(=O)C=Cc1ccccn1. Product: OCC=Cc1ccccn1. Reaction SMILES: [CH3:1][CH:2]([CH2:3][AlH:4][CH2:5][CH:6]([CH3:7])[CH3:8])[CH3:9].[CH3:23][c:24]1[cH:25][cH:26][cH:27][cH:28][cH:29]1.[n:10]1[c:11]([CH:16]=[CH:17][C:18](=[O:19])[O:20][CH2:21][CH3:22])[cH:12][cH:13][cH:14][cH:15]1>>[n:10]1[c:11]([CH:16]=[CH:17][CH2:18][OH:19])[cH:12][cH:13][cH:14][cH:15]1. Starting materials: OCCOC=1C=C(C(=O)O)C=C(C1OC1=CC(=CC=C1)OC)NS(=O)(=O)C1=CC=C(C=C1)SC (3-(2-hydroxy-ethoxy)-4-(3-methoxy-phenoxy)-5-(4-methylsulphanyl-benzenesulphonylamino)-benzoic acid), N1CCOCC1 (morpholine). The product is OCCOC=1C(=C(C=C(C1)C(=O)N1CCOCC1)NS(=O)(=O)C1=CC=C(C=C1)SC)OC1=CC(=CC=C1)OC (N-[3-(2-hydroxy-ethoxy)-2-(3-methoxy-phenoxy)-5-(morpholine-4-carbonyl)-phenyl]-4-methylsulphanyl-benzenesulphonamide). Reaction SMILES: [OH:1][CH2:2][CH2:3][O:4][C:5]1[CH:6]=[C:7]([CH:11]=[C:12]([NH:23][S:24]([C:27]2[CH:32]=[CH:31][C:30]([S:33][CH3:34])=[CH:29][CH:28]=2)(=[O:26])=[O:25])[C:13]=1[O:14][C:15]1[CH:20]=[CH:19][CH:18]=[C:17]([O:21][CH3:22])[CH:16]=1)[C:8](O)=[O:9].[NH:35]1[CH2:40][CH2:39][O:38][CH2:37][CH2:36]1>>[OH:1][CH2:2][CH2:3][O:4][C:5]1[C:13]([O:14][C:15]2[CH:20]=[CH:19][CH:18]=[C:17]([O:21][CH3:22])[CH:16]=2)=[C:12]([NH:23][S:24]([C:27]2[CH:32]=[CH:31][C:30]([S:33][CH3:34])=[CH:29][CH:28]=2)(=[O:25])=[O:26])[CH:11]=[C:7]([C:8]([N:35]2[CH2:40][CH2:39][O:38][CH2:37][CH2:36]2)=[O:9])[CH:6]=1. Procedure details: In analogy to Example 121, by coupling 3-(2-hydroxy-ethoxy)-4-(3-methoxy-phenoxy)-5-(4-methylsulphanyl-benzenesulphonylamino)-benzoic acid with morpholine there was obtained N-[3-(2-hydroxy-ethoxy)-2-(3-methoxy-phenoxy)-5-(morpholine-4-carbonyl)-phenyl]-4-methylsulphanyl-benzenesulphonamide.